From a dataset of the Open Reaction Database (ORD), a public repository of structured organic reaction records. describe an organic reaction: reactants, conditions, products, and yield Reactants: Br, COc1ccc(C(=O)c2ccc([N+](=O)[O-])cc2)cc1, CC(=O)O. Product: O=C(c1ccc(O)cc1)c1ccc([N+](=O)[O-])cc1. RXN SMILES: [BrH:20].[CH3:1][O:2][c:3]1[cH:4][cH:5][c:6]([C:7](=[O:8])[c:9]2[cH:10][cH:11][c:12]([N+:15](=[O:16])[O-:17])[cH:13][cH:14]2)[cH:18][cH:19]1.[CH3:21][C:22](=[O:23])[OH:24]>>[OH:2][c:3]1[cH:4][cH:5][c:6]([C:7](=[O:8])[c:9]2[cH:10][cH:11][c:12]([N+:15](=[O:16])[O-:17])[cH:13][cH:14]2)[cH:18][cH:19]1. Reactants: CO (methanol), C(C)(=O)O[C@H]1C[C@@H]2N(C3=CC=CC=C3N(C2)C(C2=CC=C(C=C2)NC(C2=C(C=CC=C2)C2=CC=CC=C2)=O)=O)C1 ((2S, 3aS)-2-acetoxy-5-[4-[(2-phenylbenzoyl)amino]benzoyl]-1,2,3,3a,4,5-hexahydro-pyrrolo [1,2-a]quinoxaline), C([O-])([O-])=O.[K+].[K+] (potassium carbonate). Run in O (water). Reaction conditions: time 15 hour. Product: O[C@H]1C[C@@H]2N(C3=CC=CC=C3N(C2)C(C2=CC=C(C=C2)NC(C2=C(C=CC=C2)C2=CC=CC=C2)=O)=O)C1 ((2S, 3aS)-2-Hydroxy-5-[4-[(2-Phenylbenzoyl) Amino]Benzoyl]-1,2,3,3a,4,5-Hexahydro-Pyrrolo[1,2-a]Quinoxaline). Isolated yield 99.1%. As a reaction SMILES: CO.C([O:6][C@@H:7]1[CH2:42][N:10]2[C:11]3[C:16]([N:17]([C:19](=[O:41])[C:20]4[CH:25]=[CH:24][C:23]([NH:26][C:27](=[O:40])[C:28]5[CH:33]=[CH:32][CH:31]=[CH:30][C:29]=5[C:34]5[CH:39]=[CH:38][CH:37]=[CH:36][CH:35]=5)=[CH:22][CH:21]=4)[CH2:18][C@@H:9]2[CH2:8]1)=[CH:15][CH:14]=[CH:13][CH:12]=3)(=O)C.C(=O)([O-])[O-].[K+].[K+]>O>[OH:6][C@@H:7]1[CH2:42][N:10]2[C:11]3[C:16]([N:17]([C:19](=[O:41])[C:20]4[CH:21]=[CH:22][C:23]([NH:26][C:27](=[O:40])[C:28]5[CH:33]=[CH:32][CH:31]=[CH:30][C:29]=5[C:34]5[CH:35]=[CH:36][CH:37]=[CH:38][CH:39]=5)=[CH:24][CH:25]=4)[CH2:18][C@@H:9]2[CH2:8]1)=[CH:15][CH:14]=[CH:13][CH:12]=3 |f:2.3.4|. Procedure details: To 20 ml of methanol, there were added 0.57 g of (2S, 3aS)-2-acetoxy-5-[4-[(2-phenylbenzoyl)amino]benzoyl]-1,2,3,3a,4,5-hexahydro-pyrrolo [1,2-a]quinoxaline prepared in Example 5 and 0.2 g of anhydrous potassium carbonate and the reaction solution was stirred at room temperature for 15 hours. After concentration of the reaction solution, the resulting residue was diluted with water and then extracted with ethyl acetate. The resulting organic phase was washed with water, dried over anhydrous magn... The reactants are C=CCOc1c(Cl)cc(C(=O)NC(C)C(=O)N2CCCC2C(=O)NC2CC(=O)OC2OCC)cc1Cl, CN1C(=O)CC(=O)N(C)C1=O, CO, ClCCl, ClCCl, c1ccc(P(c2ccccc2)(c2ccccc2)[Pd](P(c2ccccc2)(c2ccccc2)c2ccccc2)(P(c2ccccc2)(c2ccccc2)c2ccccc2)P(c2ccccc2)(c2ccccc2)c2ccccc2)cc1. Product: CCOC1OC(=O)CC1NC(=O)C1CCCN1C(=O)C(C)NC(=O)c1cc(Cl)c(O)c(Cl)c1. Reaction SMILES: [CH2:1]([CH3:2])[O:3][CH:4]1[O:5][C:6](=[O:36])[CH2:7][CH:8]1[NH:9][C:10](=[O:11])[CH:12]1[N:13]([C:17]([CH:18]([CH3:19])[NH:20][C:21]([c:22]2[cH:23][c:24]([Cl:33])[c:25]([O:29][CH2:30][CH:31]=[CH2:32])[c:26]([Cl:28])[cH:27]2)=[O:34])=[O:35])[CH2:14][CH2:15][CH2:16]1.[CH3:37][N:38]1[C:39](=[O:40])[CH2:41][C:42](=[O:43])[N:44]([CH3:45])[C:46]1=[O:47].[CH3:51][OH:52].[Cl:48][CH2:49][Cl:50].[Cl:53][CH2:54][Cl:55].[cH:56]1[cH:57][cH:58][c:59]([P:60]([Pd:61]([P:62]([c:63]2[cH:64][cH:65][cH:66][cH:67][cH:68]2)([c:69]2[cH:70][cH:71][cH:72][cH:73][cH:74]2)[c:75]2[cH:76][cH:77][cH:78][cH:79][cH:80]2)([P:81]([c:82]2[cH:83][cH:84][cH:85][cH:86][cH:87]2)([c:88]2[cH:89][cH:90][cH:91][cH:92][cH:93]2)[c:94]2[cH:95][cH:96][cH:97][cH:98][cH:99]2)[P:100]([c:101]2[cH:102][cH:103][cH:104][cH:105][cH:106]2)([c:107]2[cH:108][cH:109][cH:110][cH:111][cH:112]2)[c:113]2[cH:114][cH:115][cH:116][cH:117][cH:118]2)([c:119]2[cH:120][cH:121][cH:122][cH:123][cH:124]2)[c:125]2[cH:126][cH:127][cH:128][cH:129][cH:130]2)[cH:131][cH:132]1>>[CH2:1]([CH3:2])[O:3][CH:4]1[O:5][C:6](=[O:36])[CH2:7][CH:8]1[NH:9][C:10](=[O:11])[CH:12]1[N:13]([C:17]([CH:18]([CH3:19])[NH:20][C:21]([c:22]2[cH:23][c:24]([Cl:33])[c:25]([OH:29])[c:26]([Cl:28])[cH:27]2)=[O:34])=[O:35])[CH2:14][CH2:15][CH2:16]1. The reactants are ClC(=O)N1C2=C(C(NC3=C1C=CC=C3)=O)C=CC=N2 (11-(chlorocarbonyl)-6,11-dihydro-5H-pyrido[2,3-b][1,5]benzodiazepin-5-one), N1(CCCC1)CCCCC1CCNCC1 (4-[4-(1-pyrrolidinyl)butyl]piperidine). Solvent: C(C)O (ethanol). The product is N1(CCCC1)CCCCC1CCN(CC1)C(=O)N1C2=C(C(NC3=C1C=CC=C3)=O)C=CC=N2 (6,11-Dihydro-11-[[4-[4-(1-pyrrolidinyl)butyl]-1-piperidinyl]carbonyl]-5H-pyrido[2,3-b][1,5]benzodiazepin-5-one). The yield is 72.0%. RXN SMILES: Cl[C:2]([N:4]1[C:10]2[CH:11]=[CH:12][CH:13]=[CH:14][C:9]=2[NH:8][C:7](=[O:15])[C:6]2[CH:16]=[CH:17][CH:18]=[N:19][C:5]1=2)=[O:3].[N:20]1([CH2:25][CH2:26][CH2:27][CH2:28][CH:29]2[CH2:34][CH2:33][NH:32][CH2:31][CH2:30]2)[CH2:24][CH2:23][CH2:22][CH2:21]1>C(O)C>[N:20]1([CH2:25][CH2:26][CH2:27][CH2:28][CH:29]2[CH2:34][CH2:33][N:32]([C:2]([N:4]3[C:10]4[CH:11]=[CH:12][CH:13]=[CH:14][C:9]=4[NH:8][C:7](=[O:15])[C:6]4[CH:16]=[CH:17][CH:18]=[N:19][C:5]3=4)=[O:3])[CH2:31][CH2:30]2)[CH2:24][CH2:23][CH2:22][CH2:21]1. Procedure: Prepared analogously to Example 4 from 11-(chlorocarbonyl)-6,11-dihydro-5H-pyrido[2,3-b][1,5]benzodiazepin-5-one and 4-[4-(1-pyrrolidinyl)butyl]piperidine in a yield of 72% of theory. Colourless crystals, m.p. 193°-195° C. (ethanol). Reactants: NC1=C2C(=NC=N1)N(N=C2C=O)C(C)C2=C(C(=C(C(=C2)Cl)C)Br)OC (4-amino-1-[1-(3-bromo-5-chloro-2-methoxy-4-methylphenyl)ethyl]-1H-pyrazolo[3,4-d]pyrimidine-3-carbaldehyde), CN(C(=O)C1=CC=C(C=N1)B(O)O)C ({6-[(dimethylamino)carbonyl]pyridin-3-yl}boronic acid), C([O-])([O-])=O.[Na+].[Na+] (sodium carbonate), ClCCl (dichloromethane). Procedure: A mixture of 4-amino-1-[1-(3-bromo-5-chloro-2-methoxy-4-methylphenyl)ethyl]-1H-pyrazolo[3,4-d]pyrimidine-3-carbaldehyde (20 mg, 0.047 mmol), {6-[(dimethylamino)carbonyl]pyridin-3-yl}boronic acid (23 mg, 0.12 mmol), sodium carbonate (10 mg, 0.094 mmol) and [1,1′-bis(diphenylphosphino)ferrocene]dichloropalladium(II), complex with dichloromethane (1:1) (7.7 mg, 0.0094 mmol) in acetonitrile (0.3 mL)/ethanol (0.1 mL)/water (0.1 mL) was degassed with N2 and then stirred at 95° C. for 3 h. The mixture ... The reagents and catalysts are C1=CC=C(C=C1)P([C-]2C=CC=C2)C3=CC=CC=C3.C1=CC=C(C=C1)P([C-]2C=CC=C2)C3=CC=CC=C3.Cl[Pd]Cl.[Fe+2] ([1,1′-bis(diphenylphosphino)ferrocene]dichloropalladium(II)). Reaction conditions: temperature 95 celsius, time 3 hour. RXN SMILES: [NH2:1][C:2]1[N:7]=[CH:6][N:5]=[C:4]2[N:8]([CH:13]([C:15]3[CH:20]=[C:19]([Cl:21])[C:18]([CH3:22])=[C:17](Br)[C:16]=3[O:24][CH3:25])[CH3:14])[N:9]=[C:10]([CH:11]=[O:12])[C:3]=12.[CH3:26][N:27]([CH3:39])[C:28]([C:30]1[N:35]=[CH:34][C:33](B(O)O)=[CH:32][CH:31]=1)=[O:29].C(=O)([O-])[O-].[Na+].[Na+].ClCCl>C(#N)C.C1C=CC(P(C2C=CC=CC=2)[C-]2C=CC=C2)=CC=1.C1C=CC(P(C2C=CC=CC=2)[C-]2C=CC=C2)=CC=1.Cl[Pd]Cl.[Fe+2].O.C(O)C>[NH2:1][C:2]1[N:7]=[CH:6][N:5]=[C:4]2[N:8]([CH:13]([C:15]3[C:16]([O:24][CH3:25])=[C:17]([C:33]4[CH:32]=[CH:31][C:30]([C:28]([N:27]([CH3:39])[CH3:26])=[O:29])=[N:35][CH:34]=4)[C:18]([CH3:22])=[C:19]([Cl:21])[CH:20]=3)[CH3:14])[N:9]=[C:10]([CH:11]=[O:12])[C:3]=12 |f:2.3.4,7.8.9.10|. Solvent: C(C)#N (acetonitrile), O (water), C(C)O (ethanol). The product is NC1=C2C(=NC=N1)N(N=C2C=O)C(C)C=2C(=C(C(=C(C2)Cl)C)C=2C=CC(=NC2)C(=O)N(C)C)OC (5-{3-[1-(4-Amino-3-formyl-1H-pyrazolo[3,4-d]pyrimidin-1-yl)ethyl]-5-chloro-2-methoxy-6-methylphenyl}-N,N-dimethylpyridine-2-carboxamide).